From a dataset of the Open Reaction Database (ORD), a public repository of structured organic reaction records. describe an organic reaction: reactants, conditions, products, and yield Reactants: 1h, S(=O)(=O)(C)Cl (Mesyl chloride), Cl.CO\N=C(/C(=O)O)\C=1N=C(SC1)NC(C1=CC=CC=C1)(C1=CC=CC=C1)C1=CC=CC=C1 (2-(Z)-methoxyimino-2-(2-tritylaminothiazol-4-yl)acetic acid hydrochloride), C(C)(C)N(C(C)C)CC (N,N-diisopropylethylamine), 0.5h, N[C@H]1[C@@H]2N(C(=C(CS2)C2OCCC2)C(=O)OC(C)(C)C)C1=O (t-butyl (6R,7R)-7-amino-3-(tetrahydrofuran-2-yl)ceph-3-em-4-carboxylate), N1=CC=CC=C1 (pyridine). The solvent is CN(C)C=O (DMF), C(C)(=O)OCC (ethyl acetate), CN(C)C=O (DMF). Yields the product CO\N=C(/C(=O)N[C@H]1[C@@H]2N(C(=C(CS2)C2OCCC2)C(=O)OC(C)(C)C)C1=O)\C=1N=C(SC1)NC(C1=CC=CC=C1)(C1=CC=CC=C1)C1=CC=CC=C1 (t-Butyl (6R,7R)-7-[2-(Z)-Methoxyimino-2-(2-tritylaminothiazol-4-yl)acetamido]-3-(tetrahydrofuran-2-yl)-ceph-3-em-4-carboxylate). Yield: 84.0%. Reaction SMILES: S(Cl)(C)(=O)=O.Cl.[CH3:7][O:8]/[N:9]=[C:10](/[C:14]1[N:15]=[C:16]([NH:19][C:20]([C:33]2[CH:38]=[CH:37][CH:36]=[CH:35][CH:34]=2)([C:27]2[CH:32]=[CH:31][CH:30]=[CH:29][CH:28]=2)[C:21]2[CH:26]=[CH:25][CH:24]=[CH:23][CH:22]=2)[S:17][CH:18]=1)\[C:11](O)=[O:12].C(N(CC)C(C)C)(C)C.[NH2:48][C@@H:49]1[C:68](=[O:69])[N:51]2[C:52]([C:61]([O:63][C:64]([CH3:67])([CH3:66])[CH3:65])=[O:62])=[C:53]([CH:56]3[CH2:60][CH2:59][CH2:58][O:57]3)[CH2:54][S:55][C@H:50]12.N1C=CC=CC=1>CN(C=O)C.C(OCC)(=O)C>[CH3:7][O:8]/[N:9]=[C:10](/[C:14]1[N:15]=[C:16]([NH:19][C:20]([C:21]2[CH:22]=[CH:23][CH:24]=[CH:25][CH:26]=2)([C:27]2[CH:32]=[CH:31][CH:30]=[CH:29][CH:28]=2)[C:33]2[CH:38]=[CH:37][CH:36]=[CH:35][CH:34]=2)[S:17][CH:18]=1)\[C:11]([NH:48][C@@H:49]1[C:68](=[O:69])[N:51]2[C:52]([C:61]([O:63][C:64]([CH3:65])([CH3:67])[CH3:66])=[O:62])=[C:53]([CH:56]3[CH2:60][CH2:59][CH2:58][O:57]3)[CH2:54][S:55][C@H:50]12)=[O:12] |f:1.2|. Reported procedure: Mesyl chloride (141μl, 1.8mmol) was added to 2-(Z)-methoxyimino-2-(2-tritylaminothiazol-4-yl)acetic acid hydrochloride (0.744g, 1.65mmol) and N,N-diisopropylethylamine (576μl, 3.3mmol) in DMF (5ml) at -40° C. The reaction mixture was stirred 0.5h at -30±10° C. then t-butyl (6R,7R)-7-amino-3-(tetrahydrofuran-2-yl)ceph-3-em-4-carboxylate, more mobile diastereoisomer (0.431g, 1.3mmol) in DMF (5ml) followed by pyridine (1471μl, 1.8mmol) were added. Stirred 1h without further cooling then diluted wit...